From a dataset of the Open Reaction Database (ORD), a public repository of structured organic reaction records. describe an organic reaction: reactants, conditions, products, and yield The reactants are OC1=CC=C(C=C1C1=C(C=C(C=C1)C(F)(F)F)CN1C(O[C@@H]([C@@H]1C)C1=CC=CC=C1)=O)CC(=O)O ([6-hydroxy-2′-((4S,5R)-4-methyl-2-oxo-5-phenyl-oxazolidin-3-ylmethyl)-4′-trifluoromethyl-biphenyl-3-yl]-acetic acid), ClC1=CC=C(CBr)C=C1 (4-chlorobenzyl bromide). The product is ClC1=CC=C(COC(CC=2C=C(C(=CC2)OCC2=CC=C(C=C2)Cl)C2=C(C=C(C=C2)C(F)(F)F)CN2C(O[C@@H]([C@@H]2C)C2=CC=CC=C2)=O)=O)C=C1 ([6-(4-Chloro-benzyloxy)-2′-((4S,5R)-4-methyl-2-oxo-5-phenyl-oxazolidin-3-ylmethyl)-4′-trifluoromethyl-biphenyl-3-yl]-acetic acid 4-chloro-benzyl ester). Reaction SMILES: [OH:1][C:2]1[C:7]([C:8]2[CH:13]=[CH:12][C:11]([C:14]([F:17])([F:16])[F:15])=[CH:10][C:9]=2[CH2:18][N:19]2[C@@H:23]([CH3:24])[C@@H:22]([C:25]3[CH:30]=[CH:29][CH:28]=[CH:27][CH:26]=3)[O:21][C:20]2=[O:31])=[CH:6][C:5]([CH2:32][C:33]([OH:35])=[O:34])=[CH:4][CH:3]=1.[Cl:36][C:37]1[CH:44]=[CH:43][C:40]([CH2:41]Br)=[CH:39][CH:38]=1>>[Cl:36][C:37]1[CH:44]=[CH:43][C:40]([CH2:41][O:34][C:33](=[O:35])[CH2:32][C:5]2[CH:6]=[C:7]([C:8]3[CH:13]=[CH:12][C:11]([C:14]([F:15])([F:16])[F:17])=[CH:10][C:9]=3[CH2:18][N:19]3[C@@H:23]([CH3:24])[C@@H:22]([C:25]4[CH:30]=[CH:29][CH:28]=[CH:27][CH:26]=4)[O:21][C:20]3=[O:31])[C:2]([O:1][CH2:41][C:40]3[CH:43]=[CH:44][C:37]([Cl:36])=[CH:38][CH:39]=3)=[CH:3][CH:4]=2)=[CH:39][CH:38]=1. Procedure: Prepared according to the procedure described in Example 14, Step 3, using the following starting materials: [6-hydroxy-2′-((4S,5R)-4-methyl-2-oxo-5-phenyl-oxazolidin-3-ylmethyl)-4′-trifluoromethyl-biphenyl-3-yl]-acetic acid and 4-chlorobenzyl bromide. Reactants: CCOC(=O)CP(=O)(OCC)OCC, Cc1c(C=O)cnn1C, CN(C)C=O, [H-], [Na+], O. The product is CCOC(=O)C=Cc1cnn(C)c1C. As a reaction SMILES: [CH2:12]([O:13][P:14]([O:15][CH2:16][CH3:17])(=[O:18])[CH2:20][C:21](=[O:22])[O:23][CH2:24][CH3:25])[CH3:19].[CH3:1][n:2]1[n:3][cH:4][c:5]([CH:8]=[O:9])[c:6]1[CH3:7].[CH3:26][N:27]([CH3:28])[CH:29]=[O:30].[H-:10].[Na+:11].[OH2:31]>>[CH3:1][n:2]1[n:3][cH:4][c:5]([CH:8]=[CH:20][C:21](=[O:22])[O:23][CH2:24][CH3:25])[c:6]1[CH3:7]. The reactants are [Li]CCCC, Cn1nnnc1Cc1ccc(F)cc1, Cn1nnc(Cc2ccc(F)cc2)n1, C1CCOC1, O=C(c1cccnc1)c1cccnc1. Product: Cn1nnc(C(c2ccc(F)cc2)C(O)(c2cccnc2)c2cccnc2)n1. Reaction SMILES: [CH3:29][CH2:30][CH2:31][CH2:32][Li:33].[F:15][c:16]1[cH:17][cH:18][c:19]([CH2:20][c:21]2[n:22]([CH3:23])[n:24][n:25][n:26]2)[cH:27][cH:28]1.[F:1][c:2]1[cH:3][cH:4][c:5]([CH2:6][c:7]2[n:8][n:9][n:10]([CH3:12])[n:11]2)[cH:13][cH:14]1.[O:48]1[CH2:49][CH2:50][CH2:51][CH2:52]1.[n:34]1[cH:35][c:36]([C:40](=[O:41])[c:42]2[cH:43][n:44][cH:45][cH:46][cH:47]2)[cH:37][cH:38][cH:39]1>>[F:1][c:2]1[cH:3][cH:4][c:5]([CH:6]([c:7]2[n:8][n:9][n:10]([CH3:12])[n:11]2)[C:40]([c:36]2[cH:35][n:34][cH:39][cH:38][cH:37]2)([OH:41])[c:42]2[cH:43][n:44][cH:45][cH:46][cH:47]2)[cH:13][cH:14]1. Starting materials: COC(C(C(=O)C)=NOCOC)=O (2-(methoxymethoxyimino)acetoacetic acid methyl ester), C1(=CC=CC=C1)C (toluene), CN(C)C(OC)OC (N,N-dimethylformamidedimethylacetal). Run in C(C)(C)OC(C)C (diisopropylether). Product: COC(C(C(=O)C=CN(C)C)=NOCOC)=O (4-Dimethylaminomethylene-2-(methoxymethoxyimino)acetoacetic acid methyl ester). RXN SMILES: [CH3:1][O:2][C:3](=[O:13])[C:4](=[N:8][O:9][CH2:10][O:11][CH3:12])[C:5]([CH3:7])=[O:6].C1(C)C=CC=CC=1.[CH3:21][N:22]([CH:24](OC)OC)[CH3:23]>C(OC(C)C)(C)C>[CH3:1][O:2][C:3](=[O:13])[C:4](=[N:8][O:9][CH2:10][O:11][CH3:12])[C:5]([CH:7]=[CH:21][N:22]([CH3:24])[CH3:23])=[O:6]. Procedure: 6.4 g of 2-(methoxymethoxyimino)acetoacetic acid methyl ester in 30 of toluene are heated with 9 ml of N,N-dimethylformamidedimethylacetal for 5 hours at boiling. After cooling, the semi-crystalline residue is dissolved by heating in diisopropylether, the mixture is filtered. The precipitate obtained after cooling is filtered and dried to obtain the heading compound, m.p. 99°-100°. The reactants are ClC1=C(C=C(C=C1)Cl)C(C#N)C (rac-2-(2,5-dichloro-phenyl)-propionitrile), C(CN)N (ethylene diamine). Yields the product ClC1=C(C=C(C=C1)Cl)C(C)C=1NCCN1 (rac-2-[1-(2,5-Dichloro-phenyl)-ethyl]-4,5-dihydro-1H-imidazole). RXN SMILES: [Cl:1][C:2]1[CH:7]=[CH:6][C:5]([Cl:8])=[CH:4][C:3]=1[CH:9]([CH3:12])[C:10]#[N:11].[CH2:13](N)[CH2:14][NH2:15]>>[Cl:1][C:2]1[CH:7]=[CH:6][C:5]([Cl:8])=[CH:4][C:3]=1[CH:9]([C:10]1[NH:15][CH2:14][CH2:13][N:11]=1)[CH3:12]. Procedure details: rac-2-[1-(2,5-Dichloro-phenyl)-ethyl]-4,5-dihydro-1H-imidazole was prepared from rac-2-(2,5-dichloro-phenyl)-propionitrile and ethylene diamine in analogy to Example 19 b): white solid; MS (ISP): 243.0 ((M+H)+.). Starting materials: CCOC(=O)CN1CC(=O)Nc2ncc(C=CC(=O)O)cc2C1, CCCc1c(CNC)ccc2ccccc12, CNCc1cc2ccccc2n1C, CN1CC(=O)Nc2ncc(C=CC(=O)O)cc2C1, Cl, Cl. Yields the product CCOC(=O)CN1CC(=O)Nc2ncc(C=CC(=O)N(C)Cc3cc4ccccc4n3C)cc2C1, Cl. Reaction SMILES: [CH2:31]([CH3:32])[O:33][C:34](=[O:35])[CH2:36][N:37]1[CH2:38][C:39](=[O:53])[NH:40][c:41]2[c:42]([cH:44][c:45]([CH:48]=[CH:49][C:50](=[O:51])[OH:52])[cH:46][n:47]2)[CH2:43]1.[CH3:14][NH:15][CH2:16][c:17]1[cH:18][cH:19][c:20]2[c:21]([cH:22][cH:23][cH:24][cH:25]2)[c:26]1[CH2:27][CH2:28][CH3:29].[CH3:1][NH:2][CH2:3][c:4]1[n:5]([CH3:13])[c:6]2[cH:7][cH:8][cH:9][cH:10][c:11]2[cH:12]1.[CH3:55][N:56]1[CH2:57][c:58]2[cH:59][c:60]([CH:61]=[CH:62][C:63]([OH:64])=[O:65])[cH:66][n:67][c:68]2[NH:69][C:70](=[O:71])[CH2:72]1.[ClH:30].[ClH:54]>>[CH3:1][N:2]([CH2:3][c:4]1[n:5]([CH3:13])[c:6]2[cH:7][cH:8][cH:9][cH:10][c:11]2[cH:12]1)[C:50]([CH:49]=[CH:48][c:45]1[cH:44][c:42]2[c:41]([n:47][cH:46]1)[NH:40][C:39](=[O:53])[CH2:38][N:37]([CH2:36][C:34]([O:33][CH2:31][CH3:32])=[O:35])[CH2:43]2)=[O:52].[ClH:30]. Starting materials: CC(C)(C)c1cc(O)c(I)cc1Cl, O=C([O-])[O-], CCC(C)=O, CCI, [K+], [K+]. Yields the product CCOc1cc(C(C)(C)C)c(Cl)cc1I. As a reaction SMILES: [C:10]([CH3:11])([CH3:12])([CH3:13])[c:14]1[c:15]([Cl:22])[cH:16][c:17]([I:21])[c:18]([OH:20])[cH:19]1.[C:1](=[O:2])([O-:3])[O-:4].[CH3:23][C:24](=[O:25])[CH2:26][CH3:27].[I:7][CH2:8][CH3:9].[K+:5].[K+:6]>>[CH2:8]([CH3:9])[O:20][c:18]1[c:17]([I:21])[cH:16][c:15]([Cl:22])[c:14]([C:10]([CH3:11])([CH3:12])[CH3:13])[cH:19]1. Starting materials: Clc1ccc2ccccc2n1, N, NCCCN, C1CCOC1, c1ccncc1. Product: NCCCNc1ccc2ccccc2n1. Reaction SMILES: [Cl:6][c:7]1[n:8][c:9]2[cH:10][cH:11][cH:12][cH:13][c:14]2[cH:15][cH:16]1.[N:17].[NH2:1][CH2:2][CH2:3][CH2:4][NH2:5].[O:18]1[CH2:19][CH2:20][CH2:21][CH2:22]1.[cH:23]1[cH:24][cH:25][n:26][cH:27][cH:28]1>>[NH:1]([CH2:2][CH2:3][CH2:4][NH2:5])[c:7]1[n:8][c:9]2[cH:10][cH:11][cH:12][cH:13][c:14]2[cH:15][cH:16]1. Reactants: FC1=CC=C(CN2C=C(C=3C2=CN=C(C3)C(=O)O)COCCOC)C=C1 (1-(4-fluorobenzyl)-3-[(2-methoxyethoxy)methyl]-1H-pyrrolo[2,3-c]pyridine-5-carboxylic acid), CN1CCOCC1 (NMM), Cl.CNO (N-Methylhydroxylamine hydrochloride). The solvent is CCOC(=O)C (EtOAc), CN(C)C=O (DMF). Run at time 1.5 hour. The product is FC1=CC=C(CN2C=C(C=3C2=CN=C(C3)C(=O)N(C)O)COCCOC)C=C1 (1-(4-fluorobenzyl)-N-hydroxy-3-[(2-methoxyethoxy)methyl]-N-methyl-1H-pyrrolo[2,3-c]pyridine-5-carboxamide). Yield: 37.0%. As a reaction SMILES: [F:1][C:2]1[CH:26]=[CH:25][C:5]([CH2:6][N:7]2[C:11]3=[CH:12][N:13]=[C:14]([C:16]([OH:18])=O)[CH:15]=[C:10]3[C:9]([CH2:19][O:20][CH2:21][CH2:22][O:23][CH3:24])=[CH:8]2)=[CH:4][CH:3]=1.CN1CCOCC1.Cl.[CH3:35][NH:36][OH:37]>CN(C=O)C.CCOC(C)=O>[F:1][C:2]1[CH:3]=[CH:4][C:5]([CH2:6][N:7]2[C:11]3=[CH:12][N:13]=[C:14]([C:16]([N:36]([OH:37])[CH3:35])=[O:18])[CH:15]=[C:10]3[C:9]([CH2:19][O:20][CH2:21][CH2:22][O:23][CH3:24])=[CH:8]2)=[CH:25][CH:26]=1 |f:2.3|. Procedure: To a solution of 1-(4-fluorobenzyl)-3-[(2-methoxyethoxy)methyl]-1H-pyrrolo[2,3-c]pyridine-5-carboxylic acid (200 mg 0.5581 mmol) in anhydrous DMF (10 mL) was added CDMT (118 mg 0.6695 mmol 1.2 eq.) and NMM (N-methyl morpholine) (0.074 mL 0.67 mmol 1.2 eq.). The mixture, under nitrogen, was stirred for 1.5 hours, during which it slowly darkened to a deep orange. N-Methylhydroxylamine hydrochloride (233 mg 2.79 mmol 5.0 eq) was added and stirring continued for 10 hours. The reaction was judged to ... Reaction SMILES: [CH2:28]1[O:29][CH2:30][CH2:31][CH2:32]1.[ClH:27].[Na+:26].[OH-:25].[c:1]1(-[c:11]2[o:12][c:13]3[c:14]([n:15]2)[cH:16][cH:17][c:18]([CH2:20][C:21](=[O:22])[O:23][CH3:24])[cH:19]3)[cH:2][cH:3][cH:4][c:5]2[cH:6][cH:7][cH:8][cH:9][c:10]12>>[c:1]1(-[c:11]2[o:12][c:13]3[c:14]([n:15]2)[cH:16][cH:17][c:18]([CH2:20][C:21](=[O:22])[OH:23])[cH:19]3)[cH:2][cH:3][cH:4][c:5]2[cH:6][cH:7][cH:8][cH:9][c:10]12. The product is O=C(O)Cc1ccc2nc(-c3cccc4ccccc34)oc2c1. The reactants are C1CCOC1, Cl, [Na+], [OH-], COC(=O)Cc1ccc2nc(-c3cccc4ccccc34)oc2c1.